From a dataset of the Open Reaction Database (ORD), a public repository of structured organic reaction records. describe an organic reaction: reactants, conditions, products, and yield Reactants: CC(=O)[O-], CCO, [NH4+], O=C1CC(=O)CC(c2ccsc2)C1. The product is NC1=CC(=O)CC(c2ccsc2)C1. Reaction SMILES: [CH3:15][C:16](=[O:17])[O-:18].[CH3:19][CH2:20][OH:21].[NH4+:14].[s:1]1[cH:2][c:3]([CH:6]2[CH2:7][C:8](=[O:13])[CH2:9][C:10](=[O:12])[CH2:11]2)[cH:4][cH:5]1>>[s:1]1[cH:2][c:3]([CH:6]2[CH2:7][C:8](=[O:13])[CH:9]=[C:10]([NH2:14])[CH2:11]2)[cH:4][cH:5]1. The reactants are C(C)OC(=O)C=1N=CN(C1)C1=CC=C(C=C1)F (1-(4-fluoro-phenyl)-1H-imidazole-4-carboxylic acid ethyl ester), C (Charcoal). Solvent: [OH-].[Na+] (sodium hydroxide), O1CCOCC1 (dioxane). Yields the product desired compound, FC1=CC=C(C=C1)N1C=NC(=C1)C(=O)O (1-(4-fluoro-phenyl)-1H-imidazole-4-carboxylic acid). Reaction SMILES: C([O:3][C:4]([C:6]1[N:7]=[CH:8][N:9]([C:11]2[CH:16]=[CH:15][C:14]([F:17])=[CH:13][CH:12]=2)[CH:10]=1)=[O:5])C.C>O1CCOCC1.[OH-].[Na+]>[F:17][C:14]1[CH:13]=[CH:12][C:11]([N:9]2[CH:10]=[C:6]([C:4]([OH:5])=[O:3])[N:7]=[CH:8]2)=[CH:16][CH:15]=1 |f:3.4|. Reported procedure: Crude 1-(4-fluoro-phenyl)-1H-imidazole-4-carboxylic acid ethyl ester is dissolved in dioxane and sodium hydroxide solution. The reaction mixture is refluxed for about 2 h. Charcoal is added and reflux is continued. The desired compound 1-(4-fluoro-phenyl)-1H-imidazole-4-carboxylic acid is obtained. Reactants: ClC=1C=C(CN2C(CC=CC2)CCN)C=CC1Cl (2-[1-(3,4-dichlorobenzyl)-1,2,3,6-tetrahydropyridin-2-yl]ethylamine), ClC=1NC2=CC=CC=C2C(C1)=O (2-chloro-1H-quinolin-4-one), C(C)(C)N(CC)C(C)C (diisopropylethylamine). Conditions: temperature 110 celsius. The product is ClC=1C=C(CN2C(CC=CC2)CCNC=2NC3=CC=CC=C3C(C2)=O)C=CC1Cl (2-{2-[1-(3,4-Dichlorobenzyl)-1,2,3,6-tetrahydropyridin-2-yl]ethylamino}-1H-quinolin-4-one). RXN SMILES: [Cl:1][C:2]1[CH:3]=[C:4]([CH:15]=[CH:16][C:17]=1[Cl:18])[CH2:5][N:6]1[CH2:11][CH:10]=[CH:9][CH2:8][CH:7]1[CH2:12][CH2:13][NH2:14].Cl[C:20]1[NH:21][C:22]2[C:27]([C:28](=[O:30])[CH:29]=1)=[CH:26][CH:25]=[CH:24][CH:23]=2.C(N(C(C)C)CC)(C)C>>[Cl:1][C:2]1[CH:3]=[C:4]([CH:15]=[CH:16][C:17]=1[Cl:18])[CH2:5][N:6]1[CH2:11][CH:10]=[CH:9][CH2:8][CH:7]1[CH2:12][CH2:13][NH:14][C:20]1[NH:21][C:22]2[C:27]([C:28](=[O:30])[CH:29]=1)=[CH:26][CH:25]=[CH:24][CH:23]=2. Procedure details: A mixture of 2-[1-(3,4-dichlorobenzyl)-1,2,3,6-tetrahydropyridin-2-yl]ethylamine (284 mg, 1 mmol), 2-chloro-1H-quinolin-4-one (184 mg, 1.03 mmol) and diisopropylethylamine (0.18 mL, 1.03 mmol) was heated at 110° C. After 56 h the mixture was cooled and the residue chromatographed over silica gel eluting with dichloromethane and increasing amounts of methanol containing 10% concentrated aqueous ammonia to yield the title compound as a pink foam. δH (CD3OD) 1.59-1.69 (1H, m), 1.83-2.10 (2H, m), 2.... Reactants: N1=CN=C(C=C1)CN (1-(pyrimidin-4-yl)methanamine), ClCCN(C(OCC1=CC=CC=C1)=O)CCCl (benzyl bis(2-chloroethyl)carbamate), C(C)(C)N(C(C)C)CC (N,N-diisopropylethylamine), [I-].[Na+] (sodium iodide). Run in CO (methanol), COCCOCCOC (diethylene glycol dimethyl ether), C(C)OCC (diethyl ether). Reaction conditions: temperature 150 celsius. Product: N1=CN=C(C=C1)CN1CCN(CC1)C(=O)OCC1=CC=CC=C1 (Benzyl 4-(pyrimidin-4-yl-methyl)piperazine-1-carboxylate). RXN SMILES: [N:1]1[CH:6]=[CH:5][C:4]([CH2:7][NH2:8])=[N:3][CH:2]=1.Cl[CH2:10][CH2:11][N:12]([CH2:23][CH2:24]Cl)[C:13](=[O:22])[O:14][CH2:15][C:16]1[CH:21]=[CH:20][CH:19]=[CH:18][CH:17]=1.C(N(CC)C(C)C)(C)C.[I-].[Na+]>COCCOCCOC.C(OCC)C.CO>[N:1]1[CH:6]=[CH:5][C:4]([CH2:7][N:8]2[CH2:24][CH2:23][N:12]([C:13]([O:14][CH2:15][C:16]3[CH:21]=[CH:20][CH:19]=[CH:18][CH:17]=3)=[O:22])[CH2:11][CH2:10]2)=[N:3][CH:2]=1 |f:3.4|. Procedure: To a stirred solution of 0.20 g (1.8 mmol) of 1-(pyrimidin-4-yl)methanamine and 0.61 g (2.2 mmol) benzyl bis(2-chloroethyl)carbamate in 4 mL anhydrous diethylene glycol dimethyl ether was added 3.20 mL (18.3 mmol) of N,N-diisopropylethylamine and 0.05 g (0.40 mmol) of sodium iodide. The resulting solution was heated to 150° C. for 6 h. After cooling to ambient temperature, 12 mL of methanol was added to the mixture followed by 250 mL of diethyl ether. The resulting white precipitate was isolated... The reactants are CN1CCC(O)(c2cccc(Br)n2)CC1, [Na+], [OH-], O=S(=O)(O)O. The product is CN1CC=C(c2cccc(Br)n2)CC1. RXN SMILES: [Br:1][c:2]1[cH:3][cH:4][cH:5][c:6]([C:8]2([OH:15])[CH2:9][CH2:10][N:11]([CH3:14])[CH2:12][CH2:13]2)[n:7]1.[Na+:17].[OH-:16].[S:18](=[O:19])(=[O:20])([OH:21])[OH:22]>>[Br:1][c:2]1[cH:3][cH:4][cH:5][c:6]([C:8]2=[CH:9][CH2:10][N:11]([CH3:14])[CH2:12][CH2:13]2)[n:7]1. Starting materials: [Cl-].[NH4+] (ammonium chloride), C(#C)[Mg]Cl (ethynylmagnesium chloride), C1CCOC1 (THF), O1CCC(CC1)=O (tetrahydro-4H-pyran-4-one). Reaction SMILES: C([Mg]Cl)#C.[CH2:5]1[CH2:9][O:8][CH2:7][CH2:6]1.[O:10]1CC[C:13](=O)[CH2:12][CH2:11]1.[Cl-].[NH4+]>C(OCC)C>[C:12]([C:11]1([OH:10])[CH2:6][CH2:7][O:8][CH2:9][CH2:5]1)#[CH:13] |f:3.4|. Reported procedure: A solution of ethynylmagnesium chloride in THF (0.5 M, 120 mL, 60 mmol) was added with cooling in an ice-water bath to a solution of tetrahydro-4H-pyran-4-one (4.96 g, 50 mmol) (Aldrich) in diethyl ether (300 mL) dropwise over 15 min. The mixture was stirred with cooling for 3 h. Aqueous ammonium chloride solution (100 mL, 15% W/V) was then added and mixture extracted with ether (2×200 mL). The ether layers were washed with saturated aqueous sodium chloride solution (200 mL), then combined, drie... The product is C(#C)C1(CCOCC1)O (4-Ethynyl-tetrahydro-pyran-4-ol). The solvent is C(C)OCC (diethyl ether). The reactants are CN1CCNCC1, CS(C)=O, O=Cc1ccc(F)cc1, [K+], [K+], O=C([O-])[O-], O. The product is CN1CCN(c2ccc(C=O)cc2)CC1. As a reaction SMILES: [CH3:1][N:2]1[CH2:3][CH2:4][NH:5][CH2:6][CH2:7]1.[CH3:24][S:25]([CH3:26])=[O:27].[F:8][c:9]1[cH:10][cH:11][c:12]([CH:13]=[O:14])[cH:15][cH:16]1.[K+:17].[K+:18].[O-:19][C:20]([O-:21])=[O:22].[OH2:23]>>[CH3:1][N:2]1[CH2:3][CH2:4][N:5]([c:9]2[cH:10][cH:11][c:12]([CH:13]=[O:14])[cH:15][cH:16]2)[CH2:6][CH2:7]1. Reactants: ClC1=CC2=C(C(C(CN=C2C2=C(C=CC=C2)Cl)=CN(C)C)=O)C=C1 (8-chloro-1-(2-chlorophenyl)-3,4-dihydro-4-[(dimethylamino)methylene]-5H-2-benzazepin-5-one), NC(=S)N (thiourea), C[O-].[Na+] (sodium methoxide). Solvent: CO (methanol), CO (methanol), O (water). Run at time 18 hour. The product is ClC1=CC2=C(C3=C(CN=C2C2=C(C=CC=C2)Cl)C=NC(=N3)S)C=C1 (9-chloro-7-(2-chlorophenyl)-5H-pyrimido[5,4-d][2]benzazepine-2-thiol). RXN SMILES: [Cl:1][C:2]1[CH:24]=[CH:23][C:5]2[C:6](=O)[C:7](=[CH:18]N(C)C)[CH2:8][N:9]=[C:10]([C:11]3[CH:16]=[CH:15][CH:14]=[CH:13][C:12]=3[Cl:17])[C:4]=2[CH:3]=1.[NH2:25][C:26]([NH2:28])=[S:27].C[O-].[Na+]>CO.O>[Cl:1][C:2]1[CH:24]=[CH:23][C:5]2[C:6]3[N:28]=[C:26]([SH:27])[N:25]=[CH:18][C:7]=3[CH2:8][N:9]=[C:10]([C:11]3[CH:16]=[CH:15][CH:14]=[CH:13][C:12]=3[Cl:17])[C:4]=2[CH:3]=1 |f:2.3|. Procedure details: A mixture of 2.8 g (7.8 mmole) of 8-chloro-1-(2-chlorophenyl)-3,4-dihydro-4-[(dimethylamino)methylene]-5H-2-benzazepin-5-one, 2.8 g (37 mmole) of thiourea, and 8.0 ml (32 mmole) of a 4.0M methanol solution of sodium methoxide in 80 ml of methanol was stirred at room temperature for 18 hr. The mixture was diluted with water and extracted with ether. The aqueous layer was neutralized with acetic acid and extracted with methylene chloride. The methylene chloride solution was dried over anhydrous so... The reactants are Dimethy12-(aminomethyl)malonate, Cl.NN=CC1=CC=C(C=C1)NC(CCC(=O)O)=O (4-[[4-(Aminoiminomethyl)phenyl]amino]-4-oxobutanoic acid hydrochloride), CN(C)C=O (DMF), CN1CCOCC1 (N-methylmorpholine), ClC(=O)OCC(C)C (isobutyl chloroformate), CN(C)C1=NC=CC=C1 (dimethylaminopyridine). Run at time 5 minute. Product: NN=CC1=CC=C(C=C1)NC(CCC(=O)NCC(C(=O)OC)C(=O)OC)=O (Dimethyl [[[4-[[4-(aminoiminomethyl)phenyl]amino]-1,4-dioxobutyl]amino]methyl]propanedioate). RXN SMILES: Cl.[NH2:2][N:3]=[CH:4][C:5]1[CH:10]=[CH:9][C:8]([NH:11][C:12](=[O:18])[CH2:13][CH2:14][C:15]([OH:17])=O)=[CH:7][CH:6]=1.CN1[CH2:25][CH2:24][O:23][CH2:22]C1.Cl[C:27]([O:29][CH2:30]C(C)C)=[O:28].CN(C1C=CC=[CH:39][N:38]=1)C.CN(C=[O:47])C>>[NH2:2][N:3]=[CH:4][C:5]1[CH:6]=[CH:7][C:8]([NH:11][C:12](=[O:18])[CH2:13][CH2:14][C:15]([NH:38][CH2:39][CH:25]([C:24]([O:23][CH3:22])=[O:47])[C:27]([O:29][CH3:30])=[O:28])=[O:17])=[CH:9][CH:10]=1 |f:0.1|. Reported procedure: 4-[[4-(Aminoiminomethyl)phenyl]amino]-4-oxobutanoic acid hydrochloride prepared in Example 1, Step 1 (5.0 g, 18.5 mmol) was added to dry DMF (250 ml) followed by N-methylmorpholine (1.7 g, 18.5 mmol) and isobutyl chloroformate (2.8 g, 17 mmol) at 25° C. The mixture was stirred for 5 min. Dimethy12-(aminomethyl)malonate (from Step 1; 1 eq) was added followed by dimethylaminopyridine. After 1 h, the solvent was removed under reduced pressure and the product purified by reverse phase chromatography... The reactants are ClC1=C(C(=O)OCC)C=C(C=C1)N1CCC(CC1)NC(=O)OC(C)(C)C (2-chloro-5-[4-[[(1,1-dimethylethoxy)-carbonyl]amino]-1-piperidinyl]-benzoic acid, ethyl ester), C(C)O.O (ethanol water), O1CCCC1 (tetrahydrofuran), O.[OH-].[Li+] (lithium hydroxide monohydrate), solution. Run in O (water). Yields the product ClC1=C(C(=O)O)C=C(C=C1)N1CCC(CC1)NC(=O)OC(C)(C)C (2-Chloro-5-[4-[[(1,1-dimethylethoxy)carbonyl]amino]-1-piperidinyl]-benzoic acid). The yield is 88.9%. Reaction SMILES: [Cl:1][C:2]1[CH:12]=[CH:11][C:10]([N:13]2[CH2:18][CH2:17][CH:16]([NH:19][C:20]([O:22][C:23]([CH3:26])([CH3:25])[CH3:24])=[O:21])[CH2:15][CH2:14]2)=[CH:9][C:3]=1[C:4]([O:6]CC)=[O:5].O.[OH-].[Li+].C(O)C.O.O1CCCC1>O>[Cl:1][C:2]1[CH:12]=[CH:11][C:10]([N:13]2[CH2:14][CH2:15][CH:16]([NH:19][C:20]([O:22][C:23]([CH3:26])([CH3:25])[CH3:24])=[O:21])[CH2:17][CH2:18]2)=[CH:9][C:3]=1[C:4]([OH:6])=[O:5] |f:1.2.3,4.5|. Procedure: Prepared as described in example 5b) using 2-chloro-5-[4-[[(1,1-dimethylethoxy)-carbonyl]amino]-1-piperidinyl]-benzoic acid, ethyl ester (Example 6a, 0.17 g), lithium hydroxide monohydrate (0.88 ml of a 3M solution in water), 1:1 ethanol/water (7 ml) and tetrahydrofuran (1 ml) to give the subtitle compound as a solid (0.14 g).